From a dataset of the Open Reaction Database (ORD), a public repository of structured organic reaction records. describe an organic reaction: reactants, conditions, products, and yield The reactants are BrC=1C=C(C=CC1)OC (3-bromoanisole), C1(=CC=CC2=CC=CC=C12)C=O (1-naphthaldehyde). Run in C1CCOC1 (THF). Yields the product COC=1C=C(C(C2=CC=CC3=CC=CC=C23)O)C=CC1 (3-methoxy-α-(1-naphthyl)benzyl alcohol). Yield: 53.6%. RXN SMILES: Br[C:2]1[CH:3]=[C:4]([O:8][CH3:9])[CH:5]=[CH:6][CH:7]=1.[C:10]1([CH:20]=[O:21])[C:19]2[C:14](=[CH:15][CH:16]=[CH:17][CH:18]=2)[CH:13]=[CH:12][CH:11]=1>C1COCC1>[CH3:9][O:8][C:4]1[CH:3]=[C:2]([CH:7]=[CH:6][CH:5]=1)[CH:20]([OH:21])[C:10]1[C:19]2[C:14](=[CH:15][CH:16]=[CH:17][CH:18]=2)[CH:13]=[CH:12][CH:11]=1. Procedure: To a solution of 3-bromoanisole (5.61 g, 30.0 mmol) in dry THF (80 mL) was dropwise added n-butyl lithium-hexane solution (1.6 M, 37.5 mL, 60 mmol) under nitrogen at -78° C. The reaction mixture was allowed to warm to r.t. in 2 h and cooled down again to -78° C. prior to addition of 1-naphthaldehyde (4.69 g, 30.0 mmol, in 10 mL THF). The mixture was warmed to r.t. in 3 h, and then quenched with aqueous NH4Cl solution, extracted with ethyl acetate (3×50 mL). The combined organic phases were washe... Starting materials: CO, Cc1cc(CO)ccc1[N+](=O)[O-], [H][H]. Product: Cc1cc(CO)ccc1N. Reaction SMILES: [CH3:15][OH:16].[CH3:1][c:2]1[cH:3][c:4]([CH2:5][OH:6])[cH:7][cH:8][c:9]1[N+:10]([O-:11])=[O:12].[H:13][H:14]>>[CH3:1][c:2]1[cH:3][c:4]([CH2:5][OH:6])[cH:7][cH:8][c:9]1[NH2:10].